From a dataset of the Open Reaction Database (ORD), a public repository of structured organic reaction records. describe an organic reaction: reactants, conditions, products, and yield Reactants: C(C)(C)(C)OC1=C(C=NC=C1F)C (4-t-butoxy-5-fluoro-3-methylpyridine), C(CC)=NC1CCCCC1 (N-(propylidene)-cyclohexylamine), CN1CCCN(C1=O)C (DMPU), [Li+].CC(C)[N-]C(C)C (LDA), C(C)(C)NC(C)C (diisopropylamine), [Li]CCCC (n-BuLi). The solvent is C1CCOC1 (THF). Reaction conditions: temperature -78 celsius, time 20 minute. Product: C(C)(C)(C)OC1=C(C(=NC=C1F)C(C=O)C)C (2-(4-t-Butoxy-5-fluoro-3-methyl-2-pyridinyl)propionaldehyde). Isolated yield 49.0%. As a reaction SMILES: [Li+].[CH3:2][CH:3]([N-]C(C)C)[CH3:4].C(NC(C)C)(C)C.[Li]CCCC.C(=NC1CCCCC1)CC.CN1C(=[O:38])N(C)CCC1.[C:40]([O:44][C:45]1[C:50]([F:51])=[CH:49][N:48]=[CH:47][C:46]=1[CH3:52])([CH3:43])([CH3:42])[CH3:41]>C1COCC1>[C:40]([O:44][C:45]1[C:50]([F:51])=[CH:49][N:48]=[C:47]([CH:3]([CH3:4])[CH:2]=[O:38])[C:46]=1[CH3:52])([CH3:43])([CH3:42])[CH3:41] |f:0.1|. Procedure: To a solution of LDA (6.22 mmol, prepared from diisopropylamine (0.81 mL) and n-BuLi (2.5M in hexanes, 2.49 mL) in THF (5.0 mL) at 0° C. was added N-(propylidene)-cyclohexylamine (0.89 mL, 6.47 mmol, prepared in situ from propionaldehyde and cyclohexylamine) dropwise, and the reaction mixture was stirred for 20 minutes. To this solution at 0° C. was added DMPU (6.22 mmol), the mixture was stirred for 10 minutes, then cooled to -78° C. To this solution was added 4-t-butoxy-5-fluoro-3-methylpyridi...